From a dataset of the Open Reaction Database (ORD), a public repository of structured organic reaction records. describe an organic reaction: reactants, conditions, products, and yield Starting materials: CO, Cc1cccc(C2CC2)c1O, Cl, [K+], [OH-], Oc1cc(Cl)nnc1Cl, Cc1ccccc1C#N. RXN SMILES: [CH3:33][OH:34].[CH:10]1([c:13]2[c:14]([OH:20])[c:15]([CH3:19])[cH:16][cH:17][cH:18]2)[CH2:11][CH2:12]1.[ClH:32].[K+:31].[OH-:30].[OH:1][c:2]1[c:3]([Cl:9])[n:4][n:5][c:6]([Cl:8])[cH:7]1.[c:21]1([CH3:22])[c:23]([C:24]#[N:25])[cH:26][cH:27][cH:28][cH:29]1>>[OH:1][c:2]1[c:3]([O:20][c:14]2[c:13]([CH:10]3[CH2:11][CH2:12]3)[cH:18][cH:17][cH:16][c:15]2[CH3:19])[n:4][n:5][c:6]([Cl:8])[cH:7]1. The product is Cc1cccc(C2CC2)c1Oc1nnc(Cl)cc1O. Reactants: Clc1ccc(-c2nsc(CBr)n2)cc1, O=C([O-])[O-], N#Cc1c(F)ccc(O)c1F, [K+], [K+], CN(C)C=O. Product: N#Cc1c(F)ccc(OCc2nc(-c3ccc(Cl)cc3)ns2)c1F. RXN SMILES: [Br:1][CH2:2][c:3]1[n:4][c:5](-[c:8]2[cH:9][cH:10][c:11]([Cl:14])[cH:12][cH:13]2)[n:6][s:7]1.[C:26](=[O:27])([O-:28])[O-:29].[F:15][c:16]1[c:17]([C:18]#[N:19])[c:20]([F:25])[cH:21][cH:22][c:23]1[OH:24].[K+:30].[K+:31].[O:32]=[CH:33][N:34]([CH3:35])[CH3:36]>>[CH2:2]([c:3]1[n:4][c:5](-[c:8]2[cH:9][cH:10][c:11]([Cl:14])[cH:12][cH:13]2)[n:6][s:7]1)[O:24][c:23]1[c:16]([F:15])[c:17]([C:18]#[N:19])[c:20]([F:25])[cH:21][cH:22]1. Reactants: CC1N(CCC1)CC=1C=NC=C(C1)B1OC(C(O1)(C)C)(C)C (3-[(2-methyl-1-pyrrolidinyl)methyl]-5-(4,4,5,5-tetramethyl-1,3,2-dioxaborolan-2-yl)pyridine), BrC=1C=C2C(=CNC2=C(C1)C(=O)N)C1CCN(CC1)S(=O)(=O)CC (5-bromo-3-[1-(ethylsulfonyl)-4-piperidinyl]-1H-indole-7-carboxamide), C([O-])([O-])=O.[K+].[K+] (potassium carbonate), chloro-2-(dimethylaminomethyl)-ferrocen-1-yl-(dinorbornylphosphine)palladium(II). Yields the product C(C)S(=O)(=O)N1CCC(CC1)C1=CNC2=C(C=C(C=C12)C=1C=NC=C(C1)CN1C(CCC1)C)C(=O)N (3-[1-(ethylsulfonyl)-4-piperidinyl]-5-{5-[(2-methyl-1-pyrrolidinyl)methyl]-3-pyridinyl}-1H-indole-7-carboxamide). The yield is 16.0%. As a reaction SMILES: [CH3:1][CH:2]1[CH2:6][CH2:5][CH2:4][N:3]1[CH2:7][C:8]1[CH:9]=[N:10][CH:11]=[C:12](B2OC(C)(C)C(C)(C)O2)[CH:13]=1.Br[C:24]1[CH:25]=[C:26]2[C:30](=[C:31]([C:33]([NH2:35])=[O:34])[CH:32]=1)[NH:29][CH:28]=[C:27]2[CH:36]1[CH2:41][CH2:40][N:39]([S:42]([CH2:45][CH3:46])(=[O:44])=[O:43])[CH2:38][CH2:37]1.C(=O)([O-])[O-].[K+].[K+]>>[CH2:45]([S:42]([N:39]1[CH2:38][CH2:37][CH:36]([C:27]2[C:26]3[C:30](=[C:31]([C:33]([NH2:35])=[O:34])[CH:32]=[C:24]([C:12]4[CH:11]=[N:10][CH:9]=[C:8]([CH2:7][N:3]5[CH2:4][CH2:5][CH2:6][CH:2]5[CH3:1])[CH:13]=4)[CH:25]=3)[NH:29][CH:28]=2)[CH2:41][CH2:40]1)(=[O:44])=[O:43])[CH3:46] |f:2.3.4|. Reported procedure: Following the general procedure of 5-(5-{[(cyclopropylmethyl)amino]methyl}-3-pyridinyl)-3-[1-(ethylsulfonyl)-4-piperidinyl]-1H-indole-7-carboxamide, 5-(4,4,5,5-tetramethyl-1,3,2-dioxaborolan-2-yl)-3-pyridinecarbaldehyde (30 mg, 0.129 mmol), 2-methylpyrrolidine (0.013 mL, 0.129 mmol), and NaCNBH3 (16 mg, 0.258 mmol) were reacted to give 25 mg of crude 3-[(2-methyl-1-pyrrolidinyl)methyl]-5-(4,4,5,5-tetramethyl-1,3,2-dioxaborolan-2-yl)pyridine. The crude 3-[(2-methyl-1-pyrrolidinyl)methyl]-5-(4,4,5... Procedure: (6-Chloro-1-methyl-1H-pyrazolo[3,4-d]pyrimidin-4-yl)-(3-methanesulfonyl-benzyl)-amine was reacted with indazole boronic acid pinacol ester in General Procedure A. Purification on silica yielded 128. NMR (CDCl3) 3.03 (s, 3H, CH3), 4.20 (s, 3H, CH3), 5.13 (d, H, ArH, J=5.95 Hz), 5.84 (sbr, H, NH), 7.51-7.65 (m, 3H, 3×ArH), 7.79 (d, H, ArH, J=7.72 Hz), 7.91 (d, H, ArH, J=7.77 Hz), 7.93 (s, H, ArH), 8.09 (s, H, ArH), 8.39 (d, H, ArH, J=7.28 Hz), 9.04 (s, H, ArH), 10.13 (sbr, H, NH). MS: (ESI+) MH+=4... The product is N1N=CC2=C(C=CC=C12)C1=NC(=C2C(=N1)N(N=C2)C)NCC2=CC(=CC=C2)S(=O)(=O)C (6-(1H-indazol-4-yl)-1-methyl-N-(3-(methylsulfonyl)benzyl)-1H-pyrazolo[3,4-d]pyrimidin-4-amine). Reactants: ClC1=NC(=C2C(=N1)N(N=C2)C)NCC2=CC(=CC=C2)S(=O)(=O)C ((6-Chloro-1-methyl-1H-pyrazolo[3,4-d]pyrimidin-4-yl)-(3-methanesulfonyl-benzyl)-amine), N1N=C(C2=CC=CC=C12)B1OC(C)(C)C(C)(C)O1 (indazole boronic acid pinacol ester). RXN SMILES: Cl[C:2]1[N:7]=[C:6]2[N:8]([CH3:11])[N:9]=[CH:10][C:5]2=[C:4]([NH:12][CH2:13][C:14]2[CH:19]=[CH:18][CH:17]=[C:16]([S:20]([CH3:23])(=[O:22])=[O:21])[CH:15]=2)[N:3]=1.[NH:24]1[C:32]2[C:27](=[CH:28][CH:29]=[CH:30][CH:31]=2)[C:26](B2OC(C)(C)C(C)(C)O2)=[N:25]1>>[NH:24]1[C:32]2[C:27](=[C:28]([C:2]3[N:7]=[C:6]4[N:8]([CH3:11])[N:9]=[CH:10][C:5]4=[C:4]([NH:12][CH2:13][C:14]4[CH:19]=[CH:18][CH:17]=[C:16]([S:20]([CH3:23])(=[O:22])=[O:21])[CH:15]=4)[N:3]=3)[CH:29]=[CH:30][CH:31]=2)[CH:26]=[N:25]1. Reactants: CNC, ClCCl, O=C(CCCl)Nc1ccc(Nc2ncc(Br)c(Nc3ccccc3)n2)cc1, C1CCOC1, CN(C)C=O. Yields the product CN(C)CCC(=O)Nc1ccc(Nc2ncc(Br)c(Nc3ccccc3)n2)cc1. Reaction SMILES: [CH3:1][NH:2][CH3:3].[Cl:41][CH2:42][Cl:43].[NH:4]([c:5]1[cH:6][cH:7][cH:8][cH:9][cH:10]1)[c:11]1[n:12][c:13]([NH:18][c:19]2[cH:20][cH:21][c:22]([NH:25][C:26]([CH2:27][CH2:28][Cl:29])=[O:30])[cH:23][cH:24]2)[n:14][cH:15][c:16]1[Br:17].[O:31]1[CH2:32][CH2:33][CH2:34][CH2:35]1.[O:36]=[CH:37][N:38]([CH3:39])[CH3:40]>>[CH3:1][N:2]([CH3:3])[CH2:28][CH2:27][C:26]([NH:25][c:22]1[cH:21][cH:20][c:19]([NH:18][c:13]2[n:12][c:11]([NH:4][c:5]3[cH:6][cH:7][cH:8][cH:9][cH:10]3)[c:16]([Br:17])[cH:15][n:14]2)[cH:24][cH:23]1)=[O:30]. Reactants: CN1N=C(C(=C1)CN(C(=O)C1=CN=C(N1C1=CC=C(C=C1)F)S)C)C (N-((1,3-Dimethyl-1H-pyrazol-4-yl)methyl)-1-(4-fluorophenyl)-2-mercapto-N-methyl-1H-imidazole-5-carboxamide), FC1=CC=C(C=C1)N1C(=NC=C1C(=O)OCC)SCC1=C(C(=CC=C1F)F)F (Ethyl 1-(4-fluorophenyl)-2-((2,3,6-trifluorobenzyl)thio)-1H-imidazole-5-carboxylate), O.[OH-].[Li+] (lithium hydroxide monohydrate), C1CCOC1 (THF). The solvent is O (water), CO (methanol). The product is FC1=CC=C(C=C1)N1C(=NC=C1C(=O)O)SCC1=C(C(=CC=C1F)F)F (1-(4-Fluorophenyl)-2-((2,3,6-trifluorobenzyl)thio)-1H-imidazole-5-carboxylic acid). RXN SMILES: CN1C=C(CN(C)C(C2N(C3C=CC(F)=CC=3)C(S)=NC=2)=O)C(C)=N1.[F:26][C:27]1[CH:32]=[CH:31][C:30]([N:33]2[C:37]([C:38]([O:40]CC)=[O:39])=[CH:36][N:35]=[C:34]2[S:43][CH2:44][C:45]2[C:50]([F:51])=[CH:49][CH:48]=[C:47]([F:52])[C:46]=2[F:53])=[CH:29][CH:28]=1.O.[OH-].[Li+].C1COCC1>O.CO>[F:26][C:27]1[CH:32]=[CH:31][C:30]([N:33]2[C:37]([C:38]([OH:40])=[O:39])=[CH:36][N:35]=[C:34]2[S:43][CH2:44][C:45]2[C:50]([F:51])=[CH:49][CH:48]=[C:47]([F:52])[C:46]=2[F:53])=[CH:29][CH:28]=1 |f:2.3.4|. Reported procedure: 1-(4-Fluorophenyl)-2-((2,3,6-trifluorobenzyl)thio)-1H-imidazole-5-carboxylic acid (11) was prepared in a similar manner as that described for the synthesis of compound 7 using ethyl 1-(4-fluorophenyl)-2-((2,3,6-trifluorobenzyl)thio)-1H-imidazole-5-carboxylate (10) (284 mg, 0.69 mmol), lithium hydroxide monohydrate (66 mg, 2.76 mmol), THF (0.2 mL), methanol (0.4 mL), and water (0.8 mL). The reactants are C1(=CC=C(C=C1)S(=O)(=O)O)C (p-toluenesulfonic acid), OC1(C2=C(OCC3=C1C=CC=C3)C=CC(=C2)C(=O)OC)C (methyl 11-hydroxy-11-methyl-6,11-dihydrodibenz[b,e]oxepin-2-carboxylate). The solvent is C1=CC=CC=C1 (benzene). Yields the product C=C1C2=C(OCC3=C1C=CC=C3)C=CC(=C2)C(=O)OC (Methyl 11-methylene-6,11-dihydrodibenz[b,e]oxepin-2-carboxylate). RXN SMILES: O[C:2]1([CH3:21])[C:8]2[CH:9]=[CH:10][CH:11]=[CH:12][C:7]=2[CH2:6][O:5][C:4]2[CH:13]=[CH:14][C:15]([C:17]([O:19][CH3:20])=[O:18])=[CH:16][C:3]1=2.C1(C)C=CC(S(O)(=O)=O)=CC=1>C1C=CC=CC=1>[CH2:21]=[C:2]1[C:8]2[CH:9]=[CH:10][CH:11]=[CH:12][C:7]=2[CH2:6][O:5][C:4]2[CH:13]=[CH:14][C:15]([C:17]([O:19][CH3:20])=[O:18])=[CH:16][C:3]1=2. Reported procedure: Dissolve 1 gm. of methyl 11-hydroxy-11-methyl-6,11-dihydrodibenz[b,e]oxepin-2-carboxylate in 100 ml. of benzene containing a few crystals of p-toluenesulfonic acid for 10 minutes. Strip the reaction mixture to dryness to obtain the title product. The reactants are O=C([O-])O, CC(C)(C)COC(=O)Cl, ClCCl, OC1CCNC1, [Na+], O. Yields the product CC(C)(C)COC(=O)N1CCC(O)C1. As a reaction SMILES: [C:4](=[O:5])([OH:6])[O-:7].[Cl:15][C:16](=[O:17])[O:18][CH2:19][C:20]([CH3:21])([CH3:22])[CH3:23].[Cl:1][CH2:2][Cl:3].[NH:9]1[CH2:10][CH:11]([OH:14])[CH2:12][CH2:13]1.[Na+:8].[OH2:24]>>[N:9]1([C:16](=[O:17])[O:18][CH2:19][C:20]([CH3:21])([CH3:22])[CH3:23])[CH2:10][CH:11]([OH:14])[CH2:12][CH2:13]1. Reactants: solution, C(C1=CC=CC=C1)[Mg]Cl (benzylmagnesium chloride), CN(C1(CCC(CC1)C=O)C1=CC(=CC=C1)F)C (4-dimethylamino-4-(3-fluorophenyl)cyclohexanecarbaldehyde), [Cl-].[NH4+] (ammonium chloride). Run in O1CCCC1 (tetrahydrofuran), O1CCCC1 (tetrahydrofuran). Reaction conditions: time 2 day. The product is CN(C1(CCC(CC1)C(CC1=CC=CC=C1)O)C1=CC(=CC=C1)F)C (1-(4-Dimethylamino-4-(3-fluoro-phenyl)cyclohexyl)-2-phenyl-ethanol). As a reaction SMILES: [CH2:1]([Mg]Cl)[C:2]1[CH:7]=[CH:6][CH:5]=[CH:4][CH:3]=1.[CH3:10][N:11]([CH3:27])[C:12]1([C:20]2[CH:25]=[CH:24][CH:23]=[C:22]([F:26])[CH:21]=2)[CH2:17][CH2:16][CH:15]([CH:18]=[O:19])[CH2:14][CH2:13]1.[Cl-].[NH4+]>O1CCCC1>[CH3:10][N:11]([CH3:27])[C:12]1([C:20]2[CH:25]=[CH:24][CH:23]=[C:22]([F:26])[CH:21]=2)[CH2:17][CH2:16][CH:15]([CH:18]([OH:19])[CH2:1][C:2]2[CH:7]=[CH:6][CH:5]=[CH:4][CH:3]=2)[CH2:14][CH2:13]1 |f:2.3|. Procedure details: A 2 M solution of benzylmagnesium chloride in tetrahydrofuran (6.00 ml, 12 mmol) was added dropwise to a solution of 4-dimethylamino-4-(3-fluorophenyl)cyclohexanecarbaldehyde (1.49 g, 5.97 mmol) in anhydrous tetrahydrofuran (30 ml), while cooling with ice. The mixture was stirred at room temperature for 2 d and saturated ammonium chloride solution (30 ml) was then added, while cooling with ice. The tetrahydrofuran was removed i. vac. and the residue was brought to pH 8 with 4 M sodium hydroxide ... The reactants are FC1=C(C=CC(=C1)F)[C@]1(OC1)[C@H](C)O ((1S)-1-[(2R)-(2,4-difluorophenyl)-2-oxiranyl]ethanol), FC(COC1=CC=C(C=C1)N1CCN(CC1)C1=CC=C(C=C1)N1C(NC=C1)=O)(C(F)F)F (1-[4-[4-[4-(2,2,3,3-tetrafluoropropoxy)phenyl]-1-piperazinyl]phenyl]-2(1H,3H)imidazolone). Yields the product FC1=C(C=CC(=C1)F)[C@]1([C@@H](C)N2C(N(C=C2)C2=CC=C(C=C2)N2CCN(CC2)C2=CC=C(C=C2)OCC(C(F)F)(F)F)=O)CO1 (1-[(1R,2S)-2-(2,4-difluorophenyl)-2,3-epoxy-1-methylpropyl]-3-[4-[4-[4-(2,2,3,3-tetrafluoropropoxy)phenyl]-1-piperazinyl]phenyl]-2(1H,3H)-imidazolone). Isolated yield 16.3%. RXN SMILES: [F:1][C:2]1[CH:7]=[C:6]([F:8])[CH:5]=[CH:4][C:3]=1[C@:9]1([C@@H:12](O)[CH3:13])[CH2:11][O:10]1.[F:15][C:16]([F:46])([CH:43]([F:45])[F:44])[CH2:17][O:18][C:19]1[CH:24]=[CH:23][C:22]([N:25]2[CH2:30][CH2:29][N:28]([C:31]3[CH:36]=[CH:35][C:34]([N:37]4[CH:41]=[CH:40][NH:39][C:38]4=[O:42])=[CH:33][CH:32]=3)[CH2:27][CH2:26]2)=[CH:21][CH:20]=1>>[F:1][C:2]1[CH:7]=[C:6]([F:8])[CH:5]=[CH:4][C:3]=1[C@:9]1([O:10][CH2:11]1)[C@H:12]([N:39]1[CH:40]=[CH:41][N:37]([C:34]2[CH:33]=[CH:32][C:31]([N:28]3[CH2:27][CH2:26][N:25]([C:22]4[CH:21]=[CH:20][C:19]([O:18][CH2:17][C:16]([F:15])([F:46])[CH:43]([F:45])[F:44])=[CH:24][CH:23]=4)[CH2:30][CH2:29]3)=[CH:36][CH:35]=2)[C:38]1=[O:42])[CH3:13]. Procedure details: In the same manner as in Reference Example 5, starting from 0.44 g of (1S)-1-[(2R)-(2,4-difluorophenyl)-2-oxiranyl]ethanol and 0.48 g of 1-[4-[4-[4-(2,2,3,3-tetrafluoropropoxy)phenyl]-1-piperazinyl]phenyl]-2(1H,3H)imidazolone, 0.11 g of 1-[(1R,2S)-2-(2,4-difluorophenyl)-2,3-epoxy-1-methylpropyl]-3-[4-[4-[4-(2,2,3,3-tetrafluoropropoxy)phenyl]-1-piperazinyl]phenyl]-2(1H,3H)-imidazolone was obtained as a colorless powder.